This data is from the Open Reaction Database (ORD), a public repository of structured organic reaction records. The task is: describe an organic reaction: reactants, conditions, products, and yield The reactants are Cl.CN(C)CC1=CC=C(S1)CCCCN1C(C2=CC=CC=C2C1=O)=O (N-[4-[5-(N,N-Dimethylaminomethyl)2-thienyl]butyl]1H-isoindole-1,3(2H)-dione hydrochloride), [OH-].[Na+] (sodium hydroxide), O.NN (hydrazine hydrate), C(C)O (ethanol). The product is C(C(=O)O)(=O)O.C(C(=O)O)(=O)O.CN(C)CC1=CC=C(S1)CCCCN (5-(N,N-Dimethylaminomethyl)-2-thienyl-4-butanamine dioxalate). RXN SMILES: Cl.[CH3:2][N:3]([CH2:5][C:6]1[S:10][C:9]([CH2:11][CH2:12][CH2:13][CH2:14][N:15]2[C:23](=[O:24])[C:22]3C(=CC=CC=3)C2=O)=[CH:8][CH:7]=1)[CH3:4].[OH-:26].[Na+].[OH2:28].NN.[CH2:31]([OH:33])[CH3:32]>>[C:23]([OH:24])(=[O:33])[C:22]([OH:28])=[O:26].[C:31]([OH:24])(=[O:33])[C:32]([OH:28])=[O:26].[CH3:2][N:3]([CH2:5][C:6]1[S:10][C:9]([CH2:11][CH2:12][CH2:13][CH2:14][NH2:15])=[CH:8][CH:7]=1)[CH3:4] |f:0.1,2.3,4.5,7.8.9|. Procedure: N-[4-[5-(N,N-Dimethylaminomethyl)2-thienyl]butyl]1H-isoindole-1,3(2H)-dione hydrochloride (15.3 g) was treated with sodium hydroxide and extracted with ethyl acetate. Evaporation of the organic extracts gave an oil which was heated at reflux with hydrazine hydrate (2.5 g) in ethanol (100 ml) for 5 hr. Solvent was removed, the residue was basified and extracted with ethyl acetate. Addition of ethanolic oxalic acid gave the title compound as white crystals (9.58 g) m.p. 157.5°-159°. TLC silica/eth... The reactants are CCOC(=O)CBr, O=C([O-])[O-], CN(C)C=O, Oc1c(Cl)c(Cl)c2c(-c3ccccc3F)noc2c1Cl, [K+], [K+], O. Product: CCOC(=O)COc1c(Cl)c(Cl)c2c(-c3ccccc3F)noc2c1Cl. RXN SMILES: [Br:26][CH2:27][C:28](=[O:29])[O:30][CH2:31][CH3:32].[C:33](=[O:34])([O-:35])[O-:36].[CH3:1][N:2]([CH3:3])[CH:4]=[O:5].[F:6][c:7]1[c:8](-[c:13]2[n:14][o:15][c:16]3[c:17]2[c:18]([Cl:25])[c:19]([Cl:24])[c:20]([OH:23])[c:21]3[Cl:22])[cH:9][cH:10][cH:11][cH:12]1.[K+:37].[K+:38].[OH2:39]>>[F:6][c:7]1[c:8](-[c:13]2[n:14][o:15][c:16]3[c:17]2[c:18]([Cl:25])[c:19]([Cl:24])[c:20]([O:23][CH2:27][C:28](=[O:29])[O:30][CH2:31][CH3:32])[c:21]3[Cl:22])[cH:9][cH:10][cH:11][cH:12]1. The reactants are O=C([O-])[O-], OCC1CN2CCCC2CN1, Cc1ccccc1, CO, CN(C)c1ccccc1-c1ccccc1P(C1CCCCC1)C1CCCCC1, [Cs+], [Cs+], Cc1cc(F)ccc1-c1cc(Cl)ncc1N(C)C(=O)C(C)(C)c1cc(C(F)(F)F)cc(C(F)(F)F)c1. Yields the product Cc1cc(F)ccc1-c1cc(N2CC3CCCN3CC2CO)ncc1N(C)C(=O)C(C)(C)c1cc(C(F)(F)F)cc(C(F)(F)F)c1. RXN SMILES: [C:76](=[O:77])([O-:78])[O-:79].[CH2:1]1[CH:2]2[N:3]([CH2:4][CH:5]([CH2:7][OH:8])[NH:6]1)[CH2:9][CH2:10][CH2:11]2.[CH3:82][c:83]1[cH:84][cH:85][cH:86][cH:87][cH:88]1.[CH3:89][OH:90].[CH:48]1([P:49]([CH:50]2[CH2:51][CH2:52][CH2:53][CH2:54][CH2:55]2)[c:56]2[cH:57][cH:58][cH:59][cH:60][c:61]2-[c:62]2[cH:63][cH:64][cH:65][cH:66][c:67]2[N:68]([CH3:69])[CH3:70])[CH2:71][CH2:72][CH2:73][CH2:74][CH2:75]1.[Cs+:80].[Cs+:81].[F:12][C:13]([c:14]1[cH:15][c:16]([C:24]([C:25](=[O:26])[N:27]([CH3:28])[c:29]2[cH:30][n:31][c:32]([Cl:43])[cH:33][c:34]2-[c:35]2[c:36]([CH3:42])[cH:37][c:38]([F:41])[cH:39][cH:40]2)([CH3:44])[CH3:45])[cH:17][c:18]([C:20]([F:21])([F:22])[F:23])[cH:19]1)([F:46])[F:47]>>[CH2:1]1[CH:2]2[N:3]([CH2:4][CH:5]([CH2:7][OH:8])[N:6]1[c:32]1[n:31][cH:30][c:29]([N:27]([C:25]([C:24]([c:16]3[cH:15][c:14]([C:13]([F:12])([F:46])[F:47])[cH:19][c:18]([C:20]([F:21])([F:22])[F:23])[cH:17]3)([CH3:44])[CH3:45])=[O:26])[CH3:28])[c:34](-[c:35]3[c:36]([CH3:42])[cH:37][c:38]([F:41])[cH:39][cH:40]3)[cH:33]1)[CH2:9][CH2:10][CH2:11]2. The reactants are CC(=O)OC(C)=O, ClCCl, Cl, Cl, NCc1cc(C(Cc2ccccc2)(NC(=O)c2ccc(F)c(C(F)(F)F)c2)c2cc(F)cc(OC(F)(F)C(F)F)c2)ccc1F, c1ccncc1. The product is CC(=O)NCc1cc(C(Cc2ccccc2)(NC(=O)c2ccc(F)c(C(F)(F)F)c2)c2cc(F)cc(OC(F)(F)C(F)F)c2)ccc1F. RXN SMILES: [CH3:53][C:54](=[O:55])[O:56][C:57](=[O:58])[CH3:59].[Cl:61][CH2:62][Cl:63].[ClH:1].[ClH:60].[NH2:2][CH2:3][c:4]1[cH:5][c:6]([C:11]([CH2:12][c:13]2[cH:14][cH:15][cH:16][cH:17][cH:18]2)([c:19]2[cH:20][c:21]([F:32])[cH:22][c:23]([O:25][C:26]([CH:27]([F:28])[F:29])([F:30])[F:31])[cH:24]2)[NH:33][C:34]([c:35]2[cH:36][c:37]([C:42]([F:43])([F:44])[F:45])[c:38]([F:41])[cH:39][cH:40]2)=[O:46])[cH:7][cH:8][c:9]1[F:10].[cH:47]1[cH:48][cH:49][n:50][cH:51][cH:52]1>>[NH:2]([CH2:3][c:4]1[cH:5][c:6]([C:11]([CH2:12][c:13]2[cH:14][cH:15][cH:16][cH:17][cH:18]2)([c:19]2[cH:20][c:21]([F:32])[cH:22][c:23]([O:25][C:26]([CH:27]([F:28])[F:29])([F:30])[F:31])[cH:24]2)[NH:33][C:34]([c:35]2[cH:36][c:37]([C:42]([F:43])([F:44])[F:45])[c:38]([F:41])[cH:39][cH:40]2)=[O:46])[cH:7][cH:8][c:9]1[F:10])[C:54]([CH3:53])=[O:55]. The reactants are CO, COC(=O)C(C)(C)c1ccc(C(O)CCCN2CCC(C(O)(c3ccc(C)cc3)c3ccc(C)cc3)CC2)cc1, [Na+], [OH-], O. Yields the product Cc1ccc(C(O)(c2ccc(C)cc2)C2CCN(CCCC(O)c3ccc(C(C)(C)C(=O)O)cc3)CC2)cc1. RXN SMILES: [CH3:1][OH:2].[CH3:3][c:4]1[cH:5][cH:6][c:7]([C:10]([CH:11]2[CH2:12][CH2:13][N:14]([CH2:17][CH2:18][CH2:19][CH:20]([OH:21])[c:22]3[cH:23][cH:24][c:25]([C:28]([C:29](=[O:30])[O:31][CH3:32])([CH3:33])[CH3:34])[cH:26][cH:27]3)[CH2:15][CH2:16]2)([OH:35])[c:36]2[cH:37][cH:38][c:39]([CH3:42])[cH:40][cH:41]2)[cH:8][cH:9]1.[Na+:44].[OH-:43].[OH2:45]>>[CH3:3][c:4]1[cH:5][cH:6][c:7]([C:10]([CH:11]2[CH2:12][CH2:13][N:14]([CH2:17][CH2:18][CH2:19][CH:20]([OH:21])[c:22]3[cH:23][cH:24][c:25]([C:28]([C:29](=[O:30])[OH:31])([CH3:33])[CH3:34])[cH:26][cH:27]3)[CH2:15][CH2:16]2)([OH:35])[c:36]2[cH:37][cH:38][c:39]([CH3:42])[cH:40][cH:41]2)[cH:8][cH:9]1. Starting materials: CC1(CCNCC1)O (4-methylpiperidin-4-ol), BrCCCl (1-bromo-2-chloroethane). Product: ClCCN1CCC(CC1)(O)C (1-(2-chloroethyl)-4-methylpiperidin-4-ol). As a reaction SMILES: [CH3:1][C:2]1([OH:8])[CH2:7][CH2:6][NH:5][CH2:4][CH2:3]1.Br[CH2:10][CH2:11][Cl:12]>>[Cl:12][CH2:11][CH2:10][N:5]1[CH2:6][CH2:7][C:2]([CH3:1])([OH:8])[CH2:3][CH2:4]1. Procedure: 4-methylpiperidin-4-ol (made via literature methods) and 1-bromo-2-chloroethane are reacted using the procedure for Example OO to afford 1-(2-chloroethyl)-4-methylpiperidin-4-ol. The reactants are COC(=O)C1(CCCCC1)CS(=O)(=O)N1CCN(CC1)C1=NC=C(C=N1)C1=CC=C(C=C1)F (1-{4-[5-(4-fluorophenyl)pyrimidin-2-yl]piperazine-1-sulfonylmethyl}cyclohexanecarboxylic acid methyl ester), O.[OH-].[Li+] (lithium hydroxide monohydrate), CO (methanol), O (water). The solvent is O1CCCC1 (tetrahydrofuran). Product: FC1=CC=C(C=C1)C=1C=NC(=NC1)N1CCN(CC1)S(=O)(=O)CC1(CCCCC1)C(=O)O (1-{4-[5-(4-fluorophenyl)pyrimidin-2-yl]piperazine-1-sulfonylmethyl}cyclohexanecarboxylic acid). The yield is 69.5%. As a reaction SMILES: C[O:2][C:3]([C:5]1([CH2:11][S:12]([N:15]2[CH2:20][CH2:19][N:18]([C:21]3[N:26]=[CH:25][C:24]([C:27]4[CH:32]=[CH:31][C:30]([F:33])=[CH:29][CH:28]=4)=[CH:23][N:22]=3)[CH2:17][CH2:16]2)(=[O:14])=[O:13])[CH2:10][CH2:9][CH2:8][CH2:7][CH2:6]1)=[O:4].O.[OH-].[Li+].CO.O>O1CCCC1>[F:33][C:30]1[CH:31]=[CH:32][C:27]([C:24]2[CH:23]=[N:22][C:21]([N:18]3[CH2:19][CH2:20][N:15]([S:12]([CH2:11][C:5]4([C:3]([OH:4])=[O:2])[CH2:10][CH2:9][CH2:8][CH2:7][CH2:6]4)(=[O:13])=[O:14])[CH2:16][CH2:17]3)=[N:26][CH:25]=2)=[CH:28][CH:29]=1 |f:1.2.3|. Reported procedure: 1-{4-[5-(4-fluorophenyl)pyrimidin-2-yl]piperazine-1-sulfonylmethyl}cyclohexanecarboxylic acid methyl ester (0.40 g) and lithium hydroxide monohydrate (0.20 g) were combined in tetrahydrofuran (20 ml), methanol (10 ml) and water (5 ml) and heated to reflux for 10 h. The organic solvents were then removed under reduced pressure. The aqueous residue was diluted with water (20 ml), acidified with citric acid to approximately pH 4, and a white precipitate filtered off. After drying the precipitated s... Reactants: BrC=1C=NN(C1)C1=C2C(=NC=C1Cl)N(C(=C2)C=2C=NN(C2)C)COCC[Si](C)(C)C (4-(4-bromo-1H-pyrazol-1-yl)-5-chloro-2-(1-methyl-1H-pyrazol-4-yl)-1-((2-(trimethylsilyl)ethoxy)methyl)-1H-pyrrolo[2,3-b]pyridine), C(CCC)[Li] (n-butyllithium), C1(CCC1)=O (Cyclobutanone). Run in O1CCCC1 (tetrahydrofuran). Conditions: time 2 minute. Product: ClC=1C(=C2C(=NC1)N(C(=C2)C=2C=NN(C2)C)COCC[Si](C)(C)C)N2N=CC(=C2)C2(CCC2)O (1-(1-(5-chloro-2-(1-methyl-1H-pyrazol-4-yl)-1-((2-(trimethylsilyl)ethoxy)methyl)-1H-pyrrolo[2,3-b]pyridin-4-yl)-1H-pyrazol-4-yl)cyclobutanol). RXN SMILES: Br[C:2]1[CH:3]=[N:4][N:5]([C:7]2[C:12]([Cl:13])=[CH:11][N:10]=[C:9]3[N:14]([CH2:23][O:24][CH2:25][CH2:26][Si:27]([CH3:30])([CH3:29])[CH3:28])[C:15]([C:17]4[CH:18]=[N:19][N:20]([CH3:22])[CH:21]=4)=[CH:16][C:8]=23)[CH:6]=1.C([Li])CCC.[C:36]1(=[O:40])[CH2:39][CH2:38][CH2:37]1>O1CCCC1>[Cl:13][C:12]1[C:7]([N:5]2[CH:6]=[C:2]([C:36]3([OH:40])[CH2:39][CH2:38][CH2:37]3)[CH:3]=[N:4]2)=[C:8]2[CH:16]=[C:15]([C:17]3[CH:18]=[N:19][N:20]([CH3:22])[CH:21]=3)[N:14]([CH2:23][O:24][CH2:25][CH2:26][Si:27]([CH3:30])([CH3:29])[CH3:28])[C:9]2=[N:10][CH:11]=1. Procedure: A −78° C. solution of Example 113F (75 mgs, 0.148 mmol) in tetrahydrofuran (2.1 mL) was treated with n-butyllithium (2.45 M in hexanes, 0.121 mL, 0.295 mmol) dropwise over 3 minutes, and the reaction was stirred for 2 minutes. Cyclobutanone (0.022 mL, 0.295 mmol) was added, and the reaction was stirred for 1 hour at −78° C. The reaction was quenched by the addition of saturated aqueous ammonium chloride. The mixture was extracted with ethyl acetate. The organic layer was washed with brine, dried... Reactants: COC(C(\C=C/CC)=O)OC (1,1-Dimethoxy-cis-3-hexene-2-one), [I-].[Na+] (sodium iodide), COC(C(\C=C/CC)=O)OC (1,1-dimethoxy-cis-3-hexene-2-one). Solvent: C(C)(=O)O (acetic acid). Product: COC(C(\C=C\CC)=O)OC (1,1-Dimethoxy-trans-3-hexene-2-one). Reaction SMILES: [CH3:1][O:2][CH:3]([O:10][CH3:11])[C:4](=[O:9])/[CH:5]=[CH:6]\[CH2:7][CH3:8].[I-].[Na+]>C(O)(=O)C>[CH3:11][O:10][CH:3]([O:2][CH3:1])[C:4](=[O:9])/[CH:5]=[CH:6]/[CH2:7][CH3:8] |f:1.2|. Procedure details: The crude product produced in Example III is dissolved in 6 ml of acetic acid with 0.1 g of sodium iodide. By GLC analysis on Carbowax (polyethylene glycol) it is clear that the 1,1-dimethoxy-cis-3-hexene-2-one is converted to a new material of later retention time. After one-half hour less than 5 percent of "cis" material remains.